describe an organic reaction: reactants, conditions, products, and yield From a dataset of the Open Reaction Database (ORD), a public repository of structured organic reaction records. Reactants: BrC#C[Si](C(C)C)(C(C)C)C(C)C (Bromoethynyl triisopropylsilane), ClC1=CC=2C3=C(NC2C=C1)CCN(C3)C (8-chloro-2-methyl-2,3,4,5-tetrahydro-1H-pyrido[4,3-b]indole), C([O-])([O-])=O.[K+].[K+] (potassium carbonate), N1=CC=CC2=CC=C3C=CC=NC3=C12 (1,10 phenanthroline). The reagents and catalysts are S(=O)(=O)([O-])[O-].[Cu+2] (copper sulfate). Run in C1(=CC=CC=C1)C (toluene), O (water). Run at time 5 minute. Product: ClC1=CC=2C3=C(N(C2C=C1)C#C[Si](C(C)C)(C(C)C)C(C)C)CCN(C3)C (8-chloro-2-methyl-5-((triisopropylsilyl)ethynyl)-2,3,4,5-tetrahydro-1H-pyrido[4,3-b]indole). Yield: 43.9%. RXN SMILES: [Cl:1][C:2]1[CH:10]=[CH:9][C:8]2[NH:7][C:6]3[CH2:11][CH2:12][N:13]([CH3:15])[CH2:14][C:5]=3[C:4]=2[CH:3]=1.C(=O)([O-])[O-].[K+].[K+].N1C2C(=CC=C3C=2N=CC=C3)C=CC=1.Br[C:37]#[C:38][Si:39]([CH:46]([CH3:48])[CH3:47])([CH:43]([CH3:45])[CH3:44])[CH:40]([CH3:42])[CH3:41]>C1(C)C=CC=CC=1.O.S([O-])([O-])(=O)=O.[Cu+2]>[Cl:1][C:2]1[CH:10]=[CH:9][C:8]2[N:7]([C:37]#[C:38][Si:39]([CH:40]([CH3:42])[CH3:41])([CH:46]([CH3:48])[CH3:47])[CH:43]([CH3:45])[CH3:44])[C:6]3[CH2:11][CH2:12][N:13]([CH3:15])[CH2:14][C:5]=3[C:4]=2[CH:3]=1 |f:1.2.3,8.9|. Reported procedure: To a stirred solution of 8-chloro-2-methyl-2,3,4,5-tetrahydro-1H-pyrido[4,3-b]indole (10 g, 0.0454 mol) and copper sulfate (1.13 g, 0.00454 mol) in toluene (100 mL) was added potassium carbonate (12.5 g, 0.0909 mol) and 1,10 phenanthroline (1.6 g, 0.00909 mol). The reaction mixture was stirred for 5 min at RT. Bromoethynyl triisopropylsilane (13.0 g, 0.0499 mol) was added to the reaction mixture at the same temperature. After completion of addition, the reaction mixture was stirred overnight at ...